From a dataset of the Open Reaction Database (ORD), a public repository of structured organic reaction records. describe an organic reaction: reactants, conditions, products, and yield The reactants are CN(S(=O)(=O)C1=C(C=C(C=C1)Br)OC(F)(F)F)C (N,N-dimethyl-4-bromo-2-trifluormethoxybenzenesulfonamide), bis-(pinacolato)-diboron, C(C)(=O)[O-].[K+] (potassium acetate), COC1=CC(=NC=C1)CCC1=NC=2C(=NC=C(C2)I)N1 (2-[2-(4-methoxypyridin-2-yl)ethyl]-6iodo-3H-imidazo[4,5-b]pyridine), COC1=CC(=NC=C1)CCC1=NC=2C(=NC=C(C2)I)N1 (2-[2-(4-methoxypyridin-2-yl)ethyl]-6iodo-3H-imidazo[4,5-b]pyridine), C([O-])([O-])=O.[K+].[K+] (potassium carbonate), [Cl-].[Li+] (lithium chloride). Reagents/catalysts: C1(=CC=CC=C1)P([C-]1C=CC=C1)C1=CC=CC=C1.[C-]1(C=CC=C1)P(C1=CC=CC=C1)C1=CC=CC=C1.[Fe+2] (1,1′-bis-(diphenylphosphino)-ferrocene), C1=CC=C(C=C1)P([C-]2C=CC=C2)C3=CC=CC=C3.C1=CC=C(C=C1)P([C-]2C=CC=C2)C3=CC=CC=C3.Cl[Pd]Cl.[Fe+2] ([1,1′-bis(diphenylphosphino)-ferrocene]palladium-dichloride), [Pd].C1(=CC=CC=C1)P(C1=CC=CC=C1)C1=CC=CC=C1.C1(=CC=CC=C1)P(C1=CC=CC=C1)C1=CC=CC=C1.C1(=CC=CC=C1)P(C1=CC=CC=C1)C1=CC=CC=C1.C1(=CC=CC=C1)P(C1=CC=CC=C1)C1=CC=CC=C1 (tetrakis(triphenylphosphine)-palladium(0)). The solvent is O (water), O1CCOCC1 (dioxane), O (water), O1CCOCC1 (dioxane). Run at temperature 85 celsius. Yields the product COC1=CC(=NC=C1)CCC1=NC=2C(=NC=C(C2)C2=CC(=C(C=C2)S(=O)(=O)N(C)C)OC(F)(F)F)N1 (4-{2-[2-(4-Methoxypyridin-2-yl)ethyl]-3H-imidazo[4,5-b]pyridin-6-yl}-N,N-dimethyl-2-trifluormethoxybenzenesulfonamide). The yield is 83.5%. Reaction SMILES: [CH3:1][N:2]([CH3:18])[S:3]([C:6]1[CH:11]=[CH:10][C:9](Br)=[CH:8][C:7]=1[O:13][C:14]([F:17])([F:16])[F:15])(=[O:5])=[O:4].C([O-])(=O)C.[K+].[CH3:24][O:25][C:26]1[CH:31]=[CH:30][N:29]=[C:28]([CH2:32][CH2:33][C:34]2[NH:43][C:37]3=[N:38][CH:39]=[C:40](I)[CH:41]=[C:36]3[N:35]=2)[CH:27]=1.C(=O)([O-])[O-].[K+].[K+].[Cl-].[Li+]>O1CCOCC1.O.C1(P(C2C=CC=CC=2)[C-]2C=CC=C2)C=CC=CC=1.[C-]1(P(C2C=CC=CC=2)C2C=CC=CC=2)C=CC=C1.[Fe+2].C1C=CC(P(C2C=CC=CC=2)[C-]2C=CC=C2)=CC=1.C1C=CC(P(C2C=CC=CC=2)[C-]2C=CC=C2)=CC=1.Cl[Pd]Cl.[Fe+2].[Pd].C1(P(C2C=CC=CC=2)C2C=CC=CC=2)C=CC=CC=1.C1(P(C2C=CC=CC=2)C2C=CC=CC=2)C=CC=CC=1.C1(P(C2C=CC=CC=2)C2C=CC=CC=2)C=CC=CC=1.C1(P(C2C=CC=CC=2)C2C=CC=CC=2)C=CC=CC=1>[CH3:24][O:25][C:26]1[CH:31]=[CH:30][N:29]=[C:28]([CH2:32][CH2:33][C:34]2[NH:43][C:37]3=[N:38][CH:39]=[C:40]([C:9]4[CH:10]=[CH:11][C:6]([S:3]([N:2]([CH3:18])[CH3:1])(=[O:5])=[O:4])=[C:7]([O:13][C:14]([F:17])([F:16])[F:15])[CH:8]=4)[CH:41]=[C:36]3[N:35]=2)[CH:27]=1 |f:1.2,4.5.6,7.8,11.12.13,14.15.16.17,18.19.20.21.22|. Procedure details: A mixture of 0.477 g of N,N-dimethyl-4-bromo-2-trifluormethoxybenzenesulfonamide, 0.42 g of bis-(pinacolato)-diboron, 0.025 g of 1,1′-bis-(diphenylphosphino)-ferrocene, 0.033 g of [1,1′-bis(diphenylphosphino)-ferrocene]palladium-dichloride (complex with CH2Cl2), 0.442 g of potassium acetate in 6 ml of degassed dioxane are heated to 85° C. in a sealed tube under N2for 19 hours. To the resulting mixture 5 ml of degassed dioxane, 0.371 g of 2-[2-(4-methoxypyridin-2-yl)ethyl]-6-iodo-3H-imidazo[4,5-b...